Task: describe an organic reaction: reactants, conditions, products, and yield. Dataset: the Open Reaction Database (ORD), a public repository of structured organic reaction records The reactants are N1=CC=C(C=C1)C1=CC=NC=C1 (4,4′-bipyridyl), ClCC1=CC=C(C=C1)CCl (α,α′-dichloro-p-xylene). Run in C(C)#N (acetonitrile). Yields the product [Cl-].[Cl-].ClCC1=CC=C(C[N+]2=CC=C(C=C2)C2=CC=[N+](C=C2)CC2=CC=C(C=C2)CCl)C=C1 (1,1′-di[p-(chloromethyl)benzyl]-4,4′-bipyridinium dichloride). Yield: 79.1%. RXN SMILES: [N:1]1[CH:6]=[CH:5][C:4]([C:7]2[CH:12]=[CH:11][N:10]=[CH:9][CH:8]=2)=[CH:3][CH:2]=1.[Cl:13][CH2:14][C:15]1[CH:20]=[CH:19][C:18]([CH2:21][Cl:22])=[CH:17][CH:16]=1>C(#N)C>[Cl-:13].[Cl-:13].[Cl:22][CH2:21][C:18]1[CH:19]=[CH:20][C:15]([CH2:14][N+:1]2[CH:6]=[CH:5][C:4]([C:7]3[CH:12]=[CH:11][N+:10]([CH2:21][C:18]4[CH:19]=[CH:20][C:15]([CH2:14][Cl:13])=[CH:16][CH:17]=4)=[CH:9][CH:8]=3)=[CH:3][CH:2]=2)=[CH:16][CH:17]=1 |f:3.4.5|. Procedure: 34.3 g (0.22 mol) of 4,4′-bipyridyl and 106 g (0.66 mol) of α,α′-dichloro-p-xylene are stirred in 500 ml of acetonitrile at 90° C. for 4 hours under an argon atmosphere. After cooling, the precipitate is filtered off and washed sufficiently with acetonitrile. Drying gives 88.1 g of 1,1′-di[p-(chloromethyl)benzyl]-4,4′-bipyridinium dichloride. The reactants are CC(=O)O, O=[Cr](=O)(O)O, O, CCC(O)c1cc(-c2ccccc2)no1. Yields the product CCC(=O)c1cc(-c2ccccc2)no1. Reaction SMILES: [CH3:21][C:22](=[O:23])[OH:24].[Cr:16]([OH:17])([OH:18])(=[O:19])=[O:20].[OH2:25].[OH:1][CH:2]([CH2:3][CH3:4])[c:5]1[cH:6][c:7](-[c:10]2[cH:11][cH:12][cH:13][cH:14][cH:15]2)[n:8][o:9]1>>[O:1]=[C:2]([CH2:3][CH3:4])[c:5]1[cH:6][c:7](-[c:10]2[cH:11][cH:12][cH:13][cH:14][cH:15]2)[n:8][o:9]1.